describe an organic reaction: reactants, conditions, products, and yield From a dataset of the Open Reaction Database (ORD), a public repository of structured organic reaction records. The reactants are C([O-])([O-])=O.[K+].[K+] (potassium carbonate), BrCCCCCCCC (1-bromooctane), IC1=CC=C(C=C1)O (4-iodophenol). As a reaction SMILES: C(=O)([O-])[O-].[K+].[K+].Br[CH2:8][CH2:9][CH2:10][CH2:11][CH2:12][CH2:13][CH2:14][CH3:15].[I:16][C:17]1[CH:22]=[CH:21][C:20]([OH:23])=[CH:19][CH:18]=1>>[I:16][C:17]1[CH:22]=[CH:21][C:20]([O:23][CH2:8][CH2:9][CH2:10][CH2:11][CH2:12][CH2:13][CH2:14][CH3:15])=[CH:19][CH:18]=1 |f:0.1.2|. Yields the product IC1=CC=C(C=C1)OCCCCCCCC (1-Iodo-4-octoxybenzene). Procedure: Quantities: anhydrous potassium carbonate (30 g, 0.22 mol), 1-bromooctane (11.7 g, 0.06 mol) and 4-iodophenol (11.0 g, 0.05 mol). The experimental procedure was as described in Example 119. Reactants: C(C1=CC=CC=C1)N1N=C2C(=CC=CC2=C1C=1C=C(C=CC1)O)C(F)(F)F (3-(2-benzyl-7-trifluoromethyl-2H-indazole-3-yl)-phenol), COC(C(C)(C)C1=CC=C(C=C1)CBr)=O (2-(4-bromomethyl-phenyl)-2-methyl-propionic acid methyl ester), C([O-])([O-])=O.[K+].[K+] (potassium carbonate), [Li+].[OH-] (LiOH), S(O)(O)(=O)=O (sulphuric acid), ester, [H-].[Na+] (sodium hydride), CI (methyl iodide), ester, C1CC(=O)N(C1=O)Br (NBS), C(C1=CC=CC=C1)(=O)OOC(C1=CC=CC=C1)=O (benzoyl peroxide), C1(=CC=C(C=C1)CC(=O)O)C (p-tolyl-acetic acid). Solvent: CC(=O)C (acetone), C1CCOC1 (THF), O (water), C1CCOC1 (THF), C(Cl)(Cl)(Cl)Cl (carbon tetrachloride), CO (methanol). Product: C(C1=CC=CC=C1)N1N=C2C(=CC=CC2=C1C=1C=C(OCC2=CC=C(C=C2)C(C(=O)O)(C)C)C=CC1)C(F)(F)F (2-[4-({3-[2-BENZYL-7-(TRIFLUOROMETHYL)-2H-INDAZOL-3-YL]PHENOXY}METHYL)PHENYL]-2-METHYLPROPANOIC ACID). As a reaction SMILES: [CH2:1]([N:8]1[C:16]([C:17]2[CH:18]=[C:19]([OH:23])[CH:20]=[CH:21][CH:22]=2)=[C:15]2[C:10]([C:11]([C:24]([F:27])([F:26])[F:25])=[CH:12][CH:13]=[CH:14]2)=[N:9]1)[C:2]1[CH:7]=[CH:6][CH:5]=[CH:4][CH:3]=1.C[O:29][C:30](=[O:42])[C:31]([C:34]1[CH:39]=[CH:38][C:37]([CH2:40]Br)=[CH:36][CH:35]=1)([CH3:33])[CH3:32].C(=O)([O-])[O-].[K+].[K+].C1(C)C=CC(CC(O)=O)=CC=1.S(=O)(=O)(O)O.[H-].[Na+].CI.C1C(=O)N(Br)C(=O)C1.C(OOC(=O)C1C=CC=CC=1)(=O)C1C=CC=CC=1.[Li+].[OH-]>CC(C)=O.CO.C1COCC1.C(Cl)(Cl)(Cl)Cl.O>[CH2:1]([N:8]1[C:16]([C:17]2[CH:18]=[C:19]([CH:20]=[CH:21][CH:22]=2)[O:23][CH2:40][C:37]2[CH:36]=[CH:35][C:34]([C:31]([CH3:33])([CH3:32])[C:30]([OH:42])=[O:29])=[CH:39][CH:38]=2)=[C:15]2[C:10]([C:11]([C:24]([F:27])([F:25])[F:26])=[CH:12][CH:13]=[CH:14]2)=[N:9]1)[C:2]1[CH:7]=[CH:6][CH:5]=[CH:4][CH:3]=1 |f:2.3.4,7.8,12.13|. Procedure details: This compound was prepared similarly to that of Example 525 by treating 3-(2-benzyl-7-trifluoromethyl-2H-indazole-3-yl)-phenol (23 mg, 1 eq) with 2-(4-bromomethyl-phenyl)-2-methyl-propionic acid methyl ester (17 mg, 1 eq) and potassium carbonate (26 mg, 3 eq) in acetone (2 mL). The latter reagent was obtained by heating p-tolyl-acetic acid in methanol and a catalytic amount of sulphuric acid. Subsequent methylation was accomplished by treating the obtained ester (50 mg, 1 eq) with sodium hydride...